The task is: describe an organic reaction: reactants, conditions, products, and yield. This data is from the Open Reaction Database (ORD), a public repository of structured organic reaction records. As a reaction SMILES: [Cl:1][C:2]1[CH:3]=[C:4]([C:10](=[O:12])[CH3:11])[CH:5]=[CH:6][C:7]=1[O:8][CH3:9].[Br:13]Br>CO>[Br:13][CH2:11][C:10]([C:4]1[CH:5]=[CH:6][C:7]([O:8][CH3:9])=[C:2]([Cl:1])[CH:3]=1)=[O:12]. Isolated yield 70.0%. Starting materials: ClC=1C=C(C=CC1OC)C(C)=O (1-(3-chloro-4-methoxyphenyl)ethanone), BrBr (bromine). Product: BrCC(=O)C1=CC(=C(C=C1)OC)Cl (2-bromo-1-(3-chloro-4-methoxyphenyl)ethanone). Solvent: CO (MeOH), CO (MeOH). Run at time 2 hour. Reported procedure: To a solution of 1-(3-chloro-4-methoxyphenyl)ethanone (1.0 g, 5.42 mmol) in MeOH (29.5 mL) was added a solution of bromine (0.33 mL, 6.50 mmol) in MeOH (10 mL) at RT. The reaction mixture was then stirred for 2 h, quenched with ice and extracted with DCM (2×20 mL). The combined organic layers were washed with water, dried over Na2SO4, and concentrated in vacuo to afford 2-bromo-1-(3-chloro-4-methoxyphenyl)ethanone (1.0 g, 70%) as solid. The reactants are CN1C(CC(CC1(C)C)N)(C)C (1,2,2,6,6-Pentamethyl-4-aminopiperidine), ClC1=CC2=C(N=C(N2)C2=CC=C(C(=O)O)C=C2)C=C1 (4-(5-chlorobenzimidazol-2-yl)benzoic acid), ON1N=NC2=C1C=CC=C2 (1-hydroxybenzotriazole), Cl.CN(CCCN=C=NCC)C (N-(3-dimethylaminopropyl)-N′-ethylcarbodiimide hydrochloride). Run in C1CCOC1 (THF), C1CCOC1 (THF), CC#N (CH3CN). Reaction conditions: time 1 hour. Product: ClC1=CC2=C(N=C(N2)C2=CC=C(C(=O)NC3CC(N(C(C3)(C)C)C)(C)C)C=C2)C=C1 (4-(5-Chlorobenzimidazol-2-yl)-N-(1,2,2,6,6-pentamethylpiperidin-4-yl)-benzamide). Yield: 50.5%. As a reaction SMILES: [Cl:1][C:2]1[CH:19]=[CH:18][C:5]2[N:6]=[C:7]([C:9]3[CH:17]=[CH:16][C:12]([C:13]([OH:15])=O)=[CH:11][CH:10]=3)[NH:8][C:4]=2[CH:3]=1.ON1C2C=CC=CC=2N=N1.Cl.CN(C)CCCN=C=NCC.[CH3:42][N:43]1[C:48]([CH3:50])([CH3:49])[CH2:47][CH:46]([NH2:51])[CH2:45][C:44]1([CH3:53])[CH3:52]>C1COCC1.CC#N>[Cl:1][C:2]1[CH:19]=[CH:18][C:5]2[N:6]=[C:7]([C:9]3[CH:10]=[CH:11][C:12]([C:13]([NH:51][CH:46]4[CH2:45][C:44]([CH3:52])([CH3:53])[N:43]([CH3:42])[C:48]([CH3:50])([CH3:49])[CH2:47]4)=[O:15])=[CH:16][CH:17]=3)[NH:8][C:4]=2[CH:3]=1 |f:2.3|. Procedure details: A mixture of 4-(5-chlorobenzimidazol-2-yl)benzoic acid (0.5 g, 1.63 mmol), 1-hydroxybenzotriazole (0.242 g, 1.79 mmol) and N-(3-dimethylaminopropyl)-N′-ethylcarbodiimide hydrochloride (0.34 g, 1.89 mmol) in THF (15 ml) was heated for 1 h at 35–40° C. 1,2,2,6,6-Pentamethyl-4-aminopiperidine (0.333 g, 1.96 mmol) in THF (3 ml) was added dropwise and the reaction was left 1 h at 60° C. After cooling, the solvent was removed under reduced pressure and the residue was treated with 2N NaOH (15 ml) and ... The reactants are CCO, Cl, CC(C)(C)c1cc(Nc2ccccc2)cc(C(C)(C)C)c1O, [Na+], O=C1C=CC(=O)O1, [OH-], O. The product is CC(C)(C)c1cc(N(C(=O)C=CC(=O)O)c2ccccc2)cc(C(C)(C)C)c1O. Reaction SMILES: [CH3:34][CH2:35][OH:36].[ClH:30].[NH:1]([c:2]1[cH:3][cH:4][cH:5][cH:6][cH:7]1)[c:8]1[cH:9][c:10]([C:19]([CH3:20])([CH3:21])[CH3:22])[c:11]([OH:18])[c:12]([C:14]([CH3:15])([CH3:16])[CH3:17])[cH:13]1.[Na+:33].[O:23]=[C:24]1[O:25][C:26](=[O:27])[CH:28]=[CH:29]1.[OH-:32].[OH2:31]>>[N:1]([c:2]1[cH:3][cH:4][cH:5][cH:6][cH:7]1)([c:8]1[cH:9][c:10]([C:19]([CH3:20])([CH3:21])[CH3:22])[c:11]([OH:18])[c:12]([C:14]([CH3:15])([CH3:16])[CH3:17])[cH:13]1)[C:26](=[O:27])[CH:28]=[CH:29][C:24](=[O:23])[OH:25]. Starting materials: O[Li].O (LiOH.H2O), C(C)(=O)[O-].[Pb+4].C(C)(=O)[O-].C(C)(=O)[O-].C(C)(=O)[O-] (lead (IV) acetate), C(C)(=O)[O-].[Pb+4].C(C)(=O)[O-].C(C)(=O)[O-].C(C)(=O)[O-] (lead (IV) acetate), CC1(NC(C2=CC=CC=C2C1C(=O)O)=O)C (3,3-dimethyl-1-oxo-1,2,3,4-tetrahydro-isoquinoline-4-carboxylic acid), cupric acetate, C(C)(=O)[O-].[K+] (potassium acetate). The solvent is O (Water), C(C)(=O)O (acetic acid), C1=CC=CC=C1 (benzene). Yields the product OC1C(NC(C2=CC=CC=C12)=O)(C)C (4-hydroxy-3,3-dimethyl-3,4-dihydro-2H-isoquinolin-1-one). RXN SMILES: [CH3:1][C:2]1([CH3:16])[CH:11](C(O)=O)[C:10]2[C:5](=[CH:6][CH:7]=[CH:8][CH:9]=2)[C:4](=[O:15])[NH:3]1.C([O-])(=[O:19])C.[K+].C([O-])(=O)C.[Pb+4].C([O-])(=O)C.C([O-])(=O)C.C([O-])(=O)C.O[Li].O>C(O)(=O)C.C1C=CC=CC=1.O>[OH:19][CH:11]1[C:10]2[C:5](=[CH:6][CH:7]=[CH:8][CH:9]=2)[C:4](=[O:15])[NH:3][C:2]1([CH3:16])[CH3:1] |f:1.2,3.4.5.6.7,8.9|. Procedure details: To a solution of 3,3-dimethyl-1-oxo-1,2,3,4-tetrahydro-isoquinoline-4-carboxylic acid (5.0 g, 22.8 mmol) in acetic acid (450 mL) and benzene (160 mL) is added successively, potassium acetate (15.7 g, 160 mmol), cupric acetate (210 mg, 1.14 mmol), and lead (IV) acetate (18.2 g, 41.1 mmol). The green solution is heated to reflux for 4 h, at which time additional lead (IV) acetate (2.0 g 4.5 mmol) is added. After a total of 5 h at reflux the reaction is cooled to room temperature and quenched by th... Starting materials: CO, Cl, O, CC(Oc1ccc(O)cc1)C(=O)O. As a reaction SMILES: [CH3:14][OH:15].[ClH:16].[OH2:17].[OH:1][c:2]1[cH:3][cH:4][c:5]([O:6][CH:7]([C:8](=[O:9])[OH:10])[CH3:11])[cH:12][cH:13]1>>[OH:1][c:2]1[cH:3][cH:4][c:5]([O:6][CH:7]([C:8](=[O:9])[O:10][CH3:14])[CH3:11])[cH:12][cH:13]1. The product is COC(=O)C(C)Oc1ccc(O)cc1. Starting materials: CC(C)(C)c1nc2cc(S(=O)(=O)Cl)ccc2n1CC1CCOCC1, CN(C)c1ccncc1, CC#N, CCOC(=O)C1CCCNC1. Yields the product CCOC(=O)C1CCCN(S(=O)(=O)c2ccc3c(c2)nc(C(C)(C)C)n3CC2CCOCC2)C1. Reaction SMILES: [C:1]([CH3:2])([CH3:3])([CH3:4])[c:5]1[n:6][c:7]2[c:8]([n:9]1[CH2:10][CH:11]1[CH2:12][CH2:13][O:14][CH2:15][CH2:16]1)[cH:17][cH:18][c:19]([S:21](=[O:22])(=[O:23])[Cl:24])[cH:20]2.[CH3:36][N:37]([c:38]1[cH:39][cH:40][n:41][cH:42][cH:43]1)[CH3:44].[CH3:45][C:46]#[N:47].[NH:25]1[CH2:26][CH:27]([C:31](=[O:32])[O:33][CH2:34][CH3:35])[CH2:28][CH2:29][CH2:30]1>>[C:1]([CH3:2])([CH3:3])([CH3:4])[c:5]1[n:6][c:7]2[c:8]([n:9]1[CH2:10][CH:11]1[CH2:12][CH2:13][O:14][CH2:15][CH2:16]1)[cH:17][cH:18][c:19]([S:21](=[O:22])(=[O:23])[N:25]1[CH2:26][CH:27]([C:31](=[O:32])[O:33][CH2:34][CH3:35])[CH2:28][CH2:29][CH2:30]1)[cH:20]2. Reaction SMILES: [Br:1][c:2]1[cH:3][cH:4][c:5]([O:8][CH3:9])[n:6][cH:7]1.[CH3:19][N:20]([CH2:21][C:22]([OH:23])=[O:24])[CH3:25].[Cu:37][I:38].[F:10][c:11]1[cH:12][cH:13][c:14]([CH2:15][OH:16])[cH:17][cH:18]1.[O:26]1[CH2:27][CH2:28][O:29][CH2:30][CH2:31]1.[O:32]=[CH:33][N:34]([CH3:35])[CH3:36]>>[c:2]1([O:24][c:14]2[cH:13][cH:12][c:11]([F:10])[cH:18][cH:17]2)[cH:3][cH:4][c:5]([O:8][CH3:9])[n:6][cH:7]1. Starting materials: COc1ccc(Br)cn1, CN(C)CC(=O)O, [Cu]I, OCc1ccc(F)cc1, C1COCCO1, CN(C)C=O. Product: COc1ccc(Oc2ccc(F)cc2)cn1. The reactants are CC(C)(C)[O-], CC(C)(C)[O-], CC(C)(C)[O-], CC(C)(C)[O-], CCC(CC(O)(C=O)C(F)(F)F)c1ccc(F)c(C)c1OC, Nc1ccc(F)c2[nH]c(=O)ccc12, [Ti+4]. Yields the product CCC(CC(O)(C=Nc1ccc(F)c2[nH]c(=O)ccc12)C(F)(F)F)c1ccc(F)c(C)c1OC. Reaction SMILES: [CH3:36][C:37]([CH3:38])([O-:39])[CH3:40].[CH3:42][C:43]([CH3:44])([O-:45])[CH3:46].[CH3:47][C:48]([CH3:49])([O-:50])[CH3:51].[CH3:52][C:53]([CH3:54])([O-:55])[CH3:56].[F:1][c:2]1[c:3]([CH3:22])[c:4]([O:20][CH3:21])[c:5]([CH:8]([CH2:9][C:10]([CH:11]=[O:12])([C:13]([F:14])([F:15])[F:16])[OH:17])[CH2:18][CH3:19])[cH:6][cH:7]1.[NH2:23][c:24]1[c:25]2[cH:26][cH:27][c:28](=[O:35])[nH:29][c:30]2[c:31]([F:34])[cH:32][cH:33]1.[Ti+4:41]>>[F:1][c:2]1[c:3]([CH3:22])[c:4]([O:20][CH3:21])[c:5]([CH:8]([CH2:9][C:10]([CH:11]=[N:23][c:24]2[c:25]3[cH:26][cH:27][c:28](=[O:35])[nH:29][c:30]3[c:31]([F:34])[cH:32][cH:33]2)([C:13]([F:14])([F:15])[F:16])[OH:17])[CH2:18][CH3:19])[cH:6][cH:7]1.